From a dataset of the Open Reaction Database (ORD), a public repository of structured organic reaction records. describe an organic reaction: reactants, conditions, products, and yield The reactants are ClC=1C(=NC=C(C1)C(F)(F)F)N1N=CC2=CC(=CC=C12)N (1-(3-chloro-5-trifluoromethylpyridin-2-yl)-5-aminoindazole), N(=O)[O-].[Na+] (sodium nitrite), Cl (hydrochloric acid), cuprous chloride, resultant mixture, resultant mixture. Solvent: O (water), O (water). Reaction conditions: time 30 minute. The product is ClC=1C(=NC=C(C1)C(F)(F)F)N1N=CC2=CC(=CC=C12)Cl (1-(3-chloro-5-trifluoromethylpyridin-2-yl)-5-chloroindazole). Isolated yield 62.8%. RXN SMILES: [Cl:1][C:2]1[C:3]([N:12]2[C:20]3[C:15](=[CH:16][C:17](N)=[CH:18][CH:19]=3)[CH:14]=[N:13]2)=[N:4][CH:5]=[C:6]([C:8]([F:11])([F:10])[F:9])[CH:7]=1.N([O-])=O.[Na+].[ClH:26]>O>[Cl:1][C:2]1[C:3]([N:12]2[C:20]3[C:15](=[CH:16][C:17]([Cl:26])=[CH:18][CH:19]=3)[CH:14]=[N:13]2)=[N:4][CH:5]=[C:6]([C:8]([F:11])([F:10])[F:9])[CH:7]=1 |f:1.2|. Procedure details: To a solution of 1-(3-chloro-5-trifluoromethylpyridin-2-yl)-5-aminoindazole [Compound No. 7] (3.0 g) in conc. hydrochloric acid (30 g), the solution of sodium nitrite (0.6 g) in water (1 ml) was added dropwise while cooling with ice, and the resultant mixture was stirred at room temperature. After 30 minutes, cuprous chloride (CuCl) (3 g) was added thereto, and the resultant mixture was stirred for 1 hour. After completion of the reaction, the reaction mixture was poured into water and extracted... Reaction SMILES: [CH:1]1([N:7]([CH2:25][CH:26]2[CH2:28][CH2:27]2)[C:8]2[N:13]=[CH:12][N:11]=[C:10]([C:14]([NH:16][C:17]3[CH:22]=[CH:21][C:20]([CH:23]=O)=[CH:19][CH:18]=3)=[O:15])[CH:9]=2)[CH2:6][CH2:5][CH2:4][CH2:3][CH2:2]1.[NH:29]1[CH2:32][CH:31]([C:33]([OH:35])=[O:34])[CH2:30]1>>[CH:1]1([N:7]([CH2:25][CH:26]2[CH2:27][CH2:28]2)[C:8]2[N:13]=[CH:12][N:11]=[C:10]([C:14]([NH:16][C:17]3[CH:18]=[CH:19][C:20]([CH2:23][N:29]4[CH2:32][CH:31]([C:33]([OH:35])=[O:34])[CH2:30]4)=[CH:21][CH:22]=3)=[O:15])[CH:9]=2)[CH2:6][CH2:5][CH2:4][CH2:3][CH2:2]1. The reactants are C1(CCCCC1)N(C1=CC(=NC=N1)C(=O)NC1=CC=C(C=C1)C=O)CC1CC1 (6-[cyclohexyl(cyclopropylmethyl)amino]-N-(4-formylphenyl)pyrimidine-4-carboxamide), C1(CCCCC1)N(C1=CC(=NC=N1)C(=O)NC1=CC=C(C=C1)C=O)CC1CC1 (6-[cyclohexyl(cyclopropylmethyl)amino]-N-(4-formylphenyl)pyrimidine-4-carboxamide), N1CC(C1)C(=O)O (azetidine-3-carboxylic acid). Procedure details: Following the general method as outlined in Example 73, starting from 6-[cyclohexyl(cyclopropylmethyl)amino]-N-(4-formylphenyl)pyrimidine-4-carboxamide (Intermediate 24) and azetidine-3-carboxylic acid (Apollo), the title compound was obtained as a yellow solid after precipitation from DCM/MeOH. Yields the product C1(CCCCC1)N(C1=CC(=NC=N1)C(=O)NC1=CC=C(CN2CC(C2)C(=O)O)C=C1)CC1CC1 (1-{4-[({6-[cyclohexyl(cyclopropylmethyl)amino]pyrimidin-4-yl}carbonyl)amino]benzyl}azetidine-3-carboxylic acid). The reactants are C[Si](C)(C)Cl (trimethylsilyl chloride), C1(C=CC=C1)[Na] (cyclopentadienyl sodium). Run in O1CCCC1 (tetrahydrofuran), O1CCCC1 (tetrahydrofuran). Reaction conditions: temperature -78 celsius, time 1 hour. Product: C[Si](C)(C)C1=CC=CC1 (trimethylsilyl cyclopentadiene). RXN SMILES: [CH3:1][Si:2](Cl)([CH3:4])[CH3:3].[CH:6]1([Na])[CH:10]=[CH:9][CH:8]=[CH:7]1>O1CCCC1>[CH3:1][Si:2]([C:7]1[CH2:6][CH:10]=[CH:9][CH:8]=1)([CH3:4])[CH3:3]. Reported procedure: 11 g of trimethylsilyl chloride was dissolved in 30 mol of well dried tetrahydrofuran in a 300 ml flask whose inside had been substituted by nitrogen, and the obtained solution was cooled to −78° C. 100 ml of a tetrahydrofuran solution (2.0 mol/l) of cyclopentadienyl sodium was added dropwise to the above solution in a stream of nitrogen over 1 hour. The solution was stirred at −78° C. for 1 hour and returned to room temperature over 6 hours. A salt precipitated in the mixture solution was remov... Reactants: ClC1=C(C(=C(N=N1)N)C)C (6-chloro-4,5-dimethylpyridazin-3-amine), C(C)OC(CBr)OCC (bromoacetaldehyde diethyl acetal), Br (hydrobromic acid). Solvent: C(C)(C)O (isopropanol), C([O-])(O)=O.[Na+] (sodium bicarbonate). Product: ClC=1C(=C(C=2N(N1)C=CN2)C)C (6-chloro-7,8-dimethylimidazo[1,2-b]pyridazine). The yield is 89.7%. As a reaction SMILES: [Cl:1][C:2]1[N:7]=[N:6][C:5]([NH2:8])=[C:4]([CH3:9])[C:3]=1[CH3:10].[CH2:11](OC(OCC)CBr)[CH3:12].Br>C(O)(C)C.C(=O)(O)[O-].[Na+]>[Cl:1][C:2]1[C:3]([CH3:10])=[C:4]([CH3:9])[C:5]2[N:6]([CH:11]=[CH:12][N:8]=2)[N:7]=1 |f:4.5|. Procedure: To a solution of 6-chloro-4,5-dimethylpyridazin-3-amine (2.00 g, 12.7 mmol, 1.0 equiv) in isopropanol (40 mL) was added bromoacetaldehyde diethyl acetal (5.23 mL, 34.8 mmol, 2.7 equiv), and hydrobromic acid (2.00 mL) and heated to reflux for 2 h. The reaction mixture was diluted with saturated aqueous sodium bicarbonate and extracted with ethyl acetate. Purification by column chromatography using 20% ethyl acetate in hexanes elution gave 2.07 g of the white solid, 90%. The reactants are [OH-].[Na+] (sodium hydroxide), [Cl-].CC1=C(C=CC(=C1)NC(C1=C(C=CC=C1)C)=O)C(C[N+]1=CC=CC=C1)=O (1-{2-[2-methyl-4-(2-methylbenzoylamino)-phenyl]-2-oxoethyl}pyridinium chloride), [Cl-].CC1=CC(=C(C=C1)C(C[N+]1=CC=CC=C1)=O)NC(C1=C(C=CC=C1)C)=O (1-{2-[4-methyl-2-(2-methylbenzoylamino)phenyl]-2-oxoethyl}pyridinium chloride), Cl (hydrochloric acid), Example 6. Run in O (water), CO (methanol). Reaction conditions: temperature 68 celsius, time 4 hour. The product is CC1=C(C(=O)O)C=CC(=C1)NC(C1=C(C=CC=C1)C)=O (2-methyl-4-(2-methylbenzoylamino)benzoic acid). Yield: 60.5%. Reaction SMILES: [Cl-].[CH3:2][C:3]1[CH:8]=[C:7]([NH:9][C:10](=[O:18])[C:11]2[CH:16]=[CH:15][CH:14]=[CH:13][C:12]=2[CH3:17])[CH:6]=[CH:5][C:4]=1[C:19](=[O:27])C[N+]1C=CC=CC=1.[Cl-].CC1C=CC(C(=[O:44])C[N+]2C=CC=CC=2)=C(NC(=O)C2C=CC=CC=2C)C=1.[OH-].[Na+].Cl>CO.O>[CH3:2][C:3]1[CH:8]=[C:7]([NH:9][C:10](=[O:18])[C:11]2[CH:16]=[CH:15][CH:14]=[CH:13][C:12]=2[CH3:17])[CH:6]=[CH:5][C:4]=1[C:19]([OH:27])=[O:44] |f:0.1,2.3,4.5|. Reported procedure: The isomer mixture of 1-{2-[2-methyl-4-(2-methylbenzoylamino)-phenyl]-2-oxoethyl}pyridinium chloride and 1-{2-[4-methyl-2-(2-methylbenzoylamino)phenyl]-2-oxoethyl}pyridinium chloride obtained in the above Reference Example 6 (207.3 g, 0.544 mole) is suspended in methanol (0.4 L) and thereto is added a solution of sodium hydroxide (52.5 g, 1.31 mole) in water (0.6 L), and the mixture is stirred at 60-76° C. for about 4 hours to complete the reaction. To the reaction mixture is added concentrated ... The reactants are sodium thiosulfate 5-hydrate, saturated aqueous solution, C(O)([O-])=O.[Na+] (sodium hydrogencarbonate), O[C@@H]1[C@H]2CCCC[C@@H]2C[C@@H]2[C@H](O[C@H]([C@@H]21)C)OC ((1S,3S,3aS,4R,4aS,8aR,9aS)-4-hydroxy-1-methoxy-3-methyl-dodecahydronaphtho[2,3-c]furan), C(O)([O-])=O.[Na+] (sodium hydrogencarbonate), CC(=O)OI1(C=2C=CC=CC2C(=O)O1)(OC(=O)C)OC(=O)C (Dess-Martin reagent). Run in C(Cl)Cl (methylene chloride). Product: CO[C@H]1O[C@H]([C@H]2[C@@H]1C[C@H]1CCCC[C@@H]1C2=O)C ((1S,3S,3aR,4aS,8aR,9aS)-1-methoxy-3-methyl-4-oxo-dodecahydronaphtho[2,3-c]furan). Yield: 96.7%. RXN SMILES: [OH:1][C@H:2]1[C@@H:14]2[C@@H:10]([C@@H:11]([O:16][CH3:17])[O:12][C@H:13]2[CH3:15])[CH2:9][C@@H:8]2[C@@H:3]1[CH2:4][CH2:5][CH2:6][CH2:7]2.C(=O)([O-])O.[Na+].CC(OI1(OC(C)=O)(OC(C)=O)OC(=O)C2C=CC=CC1=2)=O>C(Cl)Cl>[CH3:17][O:16][C@@H:11]1[C@H:10]2[CH2:9][C@@H:8]3[C@@H:3]([C:2](=[O:1])[C@H:14]2[C@H:13]([CH3:15])[O:12]1)[CH2:4][CH2:5][CH2:6][CH2:7]3 |f:1.2|. Reported procedure: To 1.23 g(5.12 mmol) of (1S,3S,3aS,4R,4aS,8aR,9aS)-4-hydroxy-1-methoxy-3-methyl-dodecahydronaphtho[2,3-c]furan and 3.26 g of sodium hydrogencarbonate in 100 ml of methylene chloride suspension were added 3.26 g(1.5 equivalents) of Dess-Martin reagent under stirring and cooling with ice, and the mixture was stirred for 1 hour at room temperature. After 6.35 g of sodium thiosulfate 5-hydrate and 50 ml of saturated aqueous solution of sodium hydrogencarbonate were added to the reaction mixture and ... The reactants are ClC1=C(C=CC(=C1Cl)OC)C(CC1=CC=CC=C1)=O (2',3' -Dichloro-4'-methoxy-2-phenylacetophenone), anhydride, CN(C)CN(C)C (N,N,N,N-tetramethylmethanediamine), C(C)(=O)OC(C)=O (acetic anhydride). The solvent is ice water. Reaction conditions: time 1 hour. The product is ClC1=C(C=CC(=C1Cl)OC)C(C(=C)C1=CC=CC=C1)=O (2',3'-Dichloro-4'-methoxy-2-phenylacrylophenone). Reaction SMILES: [Cl:1][C:2]1[C:7]([Cl:8])=[C:6]([O:9][CH3:10])[CH:5]=[CH:4][C:3]=1[C:11](=[O:19])[CH2:12][C:13]1[CH:18]=[CH:17][CH:16]=[CH:15][CH:14]=1.[CH3:20]N(CN(C)C)C.C(OC(=O)C)(=O)C>>[Cl:1][C:2]1[C:7]([Cl:8])=[C:6]([O:9][CH3:10])[CH:5]=[CH:4][C:3]=1[C:11](=[O:19])[C:12]([C:13]1[CH:18]=[CH:17][CH:16]=[CH:15][CH:14]=1)=[CH2:20]. Reported procedure: 2',3' -Dichloro-4'-methoxy-2-phenylacetophenone (300 g.) is suspended in 1000 ml. of N,N,N,N-tetramethylmethanediamine at 25°C. under nitrogen, and acetic anhydride (1000 ml.) is added dropwise. The reaction mixture is maintained below 40°C. by cooling in an ice-water bath and regulating the rate of anhydride addition. The reaction mixture is left at 25°C. for 1 hour then slowly added to crushed ice-water (8 liters) with stirring. The white solid precipitate is collected by suction filtration, w...